describe an organic reaction: reactants, conditions, products, and yield From a dataset of the Open Reaction Database (ORD), a public repository of structured organic reaction records. Reactants: OC1=CC=C(C=C1)CCCN1C=NC=C1 (1-[3-(4-hydroxyphenyl)propyl]imidazole), BrC1=C(C=C(S1)C=1OC=C(N1)CCl)C (2-(5-bromo-4-methyl-2-thienyl)-4-chloromethyloxazole). Yields the product BrC1=C(C=C(S1)C=1OC=C(N1)COC1=CC=C(C=C1)CCCN1C=NC=C1)C (2-(5-bromo-4-methyl-2-thienyl)-4-[4-[3-(1-imidazolyl)propyl]phenoxymethyl]oxazole). The yield is 77.0%. As a reaction SMILES: [OH:1][C:2]1[CH:7]=[CH:6][C:5]([CH2:8][CH2:9][CH2:10][N:11]2[CH:15]=[CH:14][N:13]=[CH:12]2)=[CH:4][CH:3]=1.[Br:16][C:17]1[S:21][C:20]([C:22]2[O:23][CH:24]=[C:25]([CH2:27]Cl)[N:26]=2)=[CH:19][C:18]=1[CH3:29]>>[Br:16][C:17]1[S:21][C:20]([C:22]2[O:23][CH:24]=[C:25]([CH2:27][O:1][C:2]3[CH:7]=[CH:6][C:5]([CH2:8][CH2:9][CH2:10][N:11]4[CH:15]=[CH:14][N:13]=[CH:12]4)=[CH:4][CH:3]=3)[N:26]=2)=[CH:19][C:18]=1[CH3:29]. Procedure details: In substantially the same manner as in Working Example 72, 1-[3-(4-hydroxyphenyl)propyl]imidazole was allowed to react with 2-(5-bromo-4-methyl-2-thienyl)-4-chloromethyloxazole to give 2-(5-bromo-4-methyl-2-thienyl)-4-[4-[3-(1-imidazolyl)propyl]phenoxymethyl]oxazole. The yield was 77%. Recrystallization from ethyl acetate-hexane gave colorless prisms, mp 92-93° C. Reactants: O (water), C(C)OC(CC1=NC=CC=C1C(=O)O)=O (3-carboxy-2-pyridineacetic acid ethyl ester), C([O-])(O)=O.[Na+] (sodium bicarbonate), C(C)I (ethyliodide). Run in CN(C=O)C (dimethylformamide). Reaction conditions: temperature 50 celsius, time 24 hour. Yields the product C(C)OC(CC1=NC=CC=C1C(=O)OCC)=O (3-(Ethoxycarbonyl)-2-pyridineacetic acid ethyl ester). Reaction SMILES: [CH2:1]([O:3][C:4](=[O:15])[CH2:5][C:6]1[C:11]([C:12]([OH:14])=[O:13])=[CH:10][CH:9]=[CH:8][N:7]=1)[CH3:2].C(=O)(O)[O-].[Na+].[CH2:21](I)[CH3:22].O>CN(C)C=O>[CH2:1]([O:3][C:4](=[O:15])[CH2:5][C:6]1[C:11]([C:12]([O:14][CH2:21][CH3:22])=[O:13])=[CH:10][CH:9]=[CH:8][N:7]=1)[CH3:2] |f:1.2|. Procedure details: To a mixture of 54 g (0.26 mole) of 3-carboxy-2-pyridineacetic acid ethyl ester* and 24.4 g (0.29 mole) of sodium bicarbonate in 300 ml of dimethylformamide was added 60.8 g (0.39 mole) of ethyliodide. The mixture was stirred at 50° C. for 24 hr; cooled to 25° C. and treated with 300 ml of water. The aqueous solution was extracted 3 times with isopropyl ether. The isopropyl ether solution was extracted with dilute hydrochloric acid. The acid layer was made basic with sodium hydroxide and extract... Starting materials: CC(C)(C)[Si](C)(C)OC1CCN(CCOc2ccc(-n3ccc(OCc4ccc(Cl)cn4)cc3=O)cc2)C1, C1CCOC1, ClC(Cl)Cl. Yields the product O=c1cc(OCc2ccc(Cl)cn2)ccn1-c1ccc(OCCN2CCC(O)C2)cc1. RXN SMILES: [C:6]([Si:7]([CH3:8])([CH3:9])[O:11][CH:12]1[CH2:13][N:14]([CH2:17][CH2:18][O:19][c:20]2[cH:21][cH:22][c:23](-[n:26]3[c:27](=[O:41])[cH:28][c:29]([O:32][CH2:33][c:34]4[n:35][cH:36][c:37]([Cl:40])[cH:38][cH:39]4)[cH:30][cH:31]3)[cH:24][cH:25]2)[CH2:15][CH2:16]1)([CH3:10])([CH3:42])[CH3:43].[CH2:1]1[O:2][CH2:3][CH2:4][CH2:5]1.[CH:44]([Cl:45])([Cl:46])[Cl:47]>>[OH:11][CH:12]1[CH2:13][N:14]([CH2:17][CH2:18][O:19][c:20]2[cH:21][cH:22][c:23](-[n:26]3[c:27](=[O:41])[cH:28][c:29]([O:32][CH2:33][c:34]4[n:35][cH:36][c:37]([Cl:40])[cH:38][cH:39]4)[cH:30][cH:31]3)[cH:24][cH:25]2)[CH2:15][CH2:16]1. Reactants: Fc1cccc(CBr)c1CBr, CC(C)Oc1ccc(S(C)(=O)=O)cc1C(N)=O, [H-], [Na+], CN(C)C=O. Yields the product CC(C)Oc1ccc(S(C)(=O)=O)cc1C(=O)N1Cc2cccc(F)c2C1. Reaction SMILES: [Br:20][CH2:21][c:22]1[c:23]([CH2:29][Br:30])[c:24]([F:28])[cH:25][cH:26][cH:27]1.[CH:3]([CH3:4])([CH3:5])[O:6][c:7]1[c:8]([C:9](=[O:10])[NH2:11])[cH:12][c:13]([S:16](=[O:17])(=[O:18])[CH3:19])[cH:14][cH:15]1.[H-:1].[Na+:2].[O:31]=[CH:32][N:33]([CH3:34])[CH3:35]>>[CH:3]([CH3:4])([CH3:5])[O:6][c:7]1[c:8]([C:9](=[O:10])[N:11]2[CH2:21][c:22]3[c:23]([c:24]([F:28])[cH:25][cH:26][cH:27]3)[CH2:29]2)[cH:12][c:13]([S:16](=[O:17])(=[O:18])[CH3:19])[cH:14][cH:15]1. The solvent is C1CCOC1 (THF), CCCCCC (hexane), C1CCOC1 (THF), CCOC(=O)C (EtOAc). The reactants are [Li]CCCC (n-BuLi), O1C2COCCC21 (3,4-epoxytetrahydropyran), CS(=O)(=O)C1=CC=C(C=C1)SC (1-Methanesulfonyl-4-methylsulfanyl-benzene), Cl (HCl), B(F)(F)F.CCOCC (BF3.Et2O). Procedure details: 1-Methanesulfonyl-4-methylsulfanyl-benzene (4.3 g) was dissolved in THF (40 ml) and cooled to −78° C. prior to the slow addition of 1.6 M n-BuLi in hexane (13.4 ml). After 0.5 h, BF3.Et2O (2.7 ml) was added followed by 3,4-epoxytetrahydropyran (2.2 g) (Berti et al. Tetrahedron 1974, 30, 4013) (2.3 g) in THF (20 ml). After an addition 1 h at −78° C., the solution was warmed to 0° C. After 2 h, the solution was cooled to −78° C. and 1N HCl solution (aq) was added. The solution was warmed to rt and... Run at temperature -78 celsius, time 0.5 hour. RXN SMILES: [CH3:1][S:2]([C:5]1[CH:10]=[CH:9][C:8]([S:11][CH3:12])=[CH:7][CH:6]=1)(=[O:4])=[O:3].[Li]CCCC.B(F)(F)F.CCOCC.[O:27]1[CH:33]2[CH:28]1[CH2:29][O:30][CH2:31][CH2:32]2.Cl>C1COCC1.CCCCCC.CCOC(C)=O>[CH3:12][S:11][C:8]1[CH:9]=[CH:10][C:5]([S:2]([CH2:1][C@@H:33]2[CH2:32][CH2:31][O:30][CH2:29][C@H:28]2[OH:27])(=[O:4])=[O:3])=[CH:6][CH:7]=1 |f:2.3|. Yields the product CSC1=CC=C(C=C1)S(=O)(=O)C[C@H]1[C@@H](COCC1)O ((3S*,4R*)-4-(4-methylsulfanyl-benzenesulfonylmethyl)-tetrahydro-pyran-3-ol). Isolated yield 20.2%. The reactants are C1(=CC=CC=C1)P(C1=CC=CC=C1)C1=CC=CC=C1 (triphenylphosphine), N(=NC(=O)OCC)C(=O)OCC (diethyl azodicarboxylate), [Si](C)(C)(C(C)(C)C)OC1=CC=C(CO)C=C1 (4-(tert-butydimethylsilyloxy)-benzyl alcohol), S1C(=CC=C1)CC(=O)O (thiolacetic acid). Solvent: C1CCOC1 (THF), C1CCOC1 (THF). Conditions: time 30 minute. Yields the product C(C)(SCC1=CC=C(C=C1)O[Si](C)(C)C(C)(C)C)=O (Ethanethioic acid, S-[4-(tert-butyldimethylsilyloxy)benzyl] ester). The yield is 51.4%. RXN SMILES: C1(P(C2C=CC=CC=2)C2C=CC=CC=2)C=CC=CC=1.N(C([O:29][CH2:30][CH3:31])=O)=NC(OCC)=O.[Si:32]([O:39][C:40]1[CH:47]=[CH:46][C:43]([CH2:44]O)=[CH:42][CH:41]=1)([C:35]([CH3:38])([CH3:37])[CH3:36])([CH3:34])[CH3:33].[S:48]1C=CC=C1CC(O)=O>C1COCC1>[C:30](=[O:29])([S:48][CH2:44][C:43]1[CH:46]=[CH:47][C:40]([O:39][Si:32]([C:35]([CH3:38])([CH3:37])[CH3:36])([CH3:34])[CH3:33])=[CH:41][CH:42]=1)[CH3:31]. Reported procedure: To an efficiently stirred solution of triphenylphosphine (81 g, 309 mmol) in THF (200 mL) was added diethyl azodicarboxylate (62.5 g, 309 mmol) at 0° C. The mixture was stirred for 30 min, after which time a thick white precipitate was obtained. The crude 4-(tert-butydimethylsilyloxy)-benzyl alcohol (48 g) in THF (100 mL) and thiolacetic acid (36.1 g, 474 mmol) were added dropwise while the temperature was maintained below 10° C. The reaction was stirred overnight while keeping the internal temp... The reactants are CCO[Si](OCC)(OCC)OCC, CN, CO, [H][H], O=C1CC(c2c[nH]c3ccccc23)c2ccccc21. Yields the product CNC1CC(c2c[nH]c3ccccc23)c2ccccc21. Reaction SMILES: [CH2:22]([O:23][Si:24]([O:25][CH2:26][CH3:27])([O:28][CH2:29][CH3:30])[O:31][CH2:32][CH3:33])[CH3:34].[CH3:20][NH2:21].[CH3:37][OH:38].[H:35][H:36].[nH:1]1[cH:2][c:3]([CH:10]2[CH2:11][C:12](=[O:19])[c:13]3[cH:14][cH:15][cH:16][cH:17][c:18]32)[c:4]2[cH:5][cH:6][cH:7][cH:8][c:9]12>>[nH:1]1[cH:2][c:3]([CH:10]2[CH2:11][CH:12]([NH:21][CH3:20])[c:13]3[cH:14][cH:15][cH:16][cH:17][c:18]32)[c:4]2[cH:5][cH:6][cH:7][cH:8][c:9]12.